Dataset: the Open Reaction Database (ORD), a public repository of structured organic reaction records. Task: describe an organic reaction: reactants, conditions, products, and yield Reactants: COC(=O)c1cc(OC)c(-c2ccccc2)cc1NC(=O)c1cncc(-c2ccccc2)c1, CO, ClC(Cl)Cl, [Na+], [OH-]. Product: COc1cc(C(=O)O)c(NC(=O)c2cncc(-c3ccccc3)c2)cc1-c1ccccc1. As a reaction SMILES: [CH3:3][O:4][c:5]1[c:6](-[c:30]2[cH:31][cH:32][cH:33][cH:34][cH:35]2)[cH:7][c:8]([NH:15][C:16](=[O:17])[c:18]2[cH:19][n:20][cH:21][c:22](-[c:24]3[cH:25][cH:26][cH:27][cH:28][cH:29]3)[cH:23]2)[c:9]([C:10](=[O:11])[O:12][CH3:13])[cH:14]1.[CH3:40][OH:41].[CH:36]([Cl:37])([Cl:38])[Cl:39].[Na+:2].[OH-:1]>>[CH3:3][O:4][c:5]1[c:6](-[c:30]2[cH:31][cH:32][cH:33][cH:34][cH:35]2)[cH:7][c:8]([NH:15][C:16](=[O:17])[c:18]2[cH:19][n:20][cH:21][c:22](-[c:24]3[cH:25][cH:26][cH:27][cH:28][cH:29]3)[cH:23]2)[c:9]([C:10](=[O:11])[OH:12])[cH:14]1. Reactants: C(#N)C=1C=C2C(=CN(C2=CC1)C)C1CCC(CC1)=O (4-(5-Cyano-1-methyl-3-indolyl)-cyclohexanone), O1CCOC12CCC(CC2)C2=CN(C1=CC=C(C=C21)C#N)C(C)C (3-(1,4-dioxa-spiro[4,5]-dec-8-yl)-5-cyano-1-isopropyl-indole). The product is C(#N)C=1C=C2C(=CN(C2=CC1)C(C)C)C1CCC(CC1)=O (4-(5-Cyano-1-isopropyl-3-indolyl)-cyclohexanone). Yield: 77.1%. RXN SMILES: C(C1C=C2C(=CC=1)N(C)C=C2C1CCC(=O)CC1)#N.O1[C:24]2([CH2:29][CH2:28][CH:27]([C:30]3[C:38]4[C:33](=[CH:34][CH:35]=[C:36]([C:39]#[N:40])[CH:37]=4)[N:32]([CH:41]([CH3:43])[CH3:42])[CH:31]=3)[CH2:26][CH2:25]2)[O:23]CC1>>[C:39]([C:36]1[CH:37]=[C:38]2[C:33](=[CH:34][CH:35]=1)[N:32]([CH:41]([CH3:43])[CH3:42])[CH:31]=[C:30]2[CH:27]1[CH2:28][CH2:29][C:24](=[O:23])[CH2:25][CH2:26]1)#[N:40]. Procedure details: This compound was prepared in the manner described above for intermediate 6a by replacing 3-(1,4-dioxa-spiro[4,5]dec-8-yl)-5-cyano-1-methyl-indole with 3-(1,4-dioxa-spiro[4,5]-dec-8-yl)-5-cyano-1-isopropyl-indole (5.86 g, 16 mmol) to afford 3.46 g (63%) of the title compound as a white solid: mp 106-107° C. Starting materials: [Li]CCCC, CCOCC, [Cl-], [Cl-], COC(=O)c1ccc(I)cc1, C1CCOC1, [Zn+2], c1cscn1. Yields the product COC(=O)c1ccc(-c2nccs2)cc1. Reaction SMILES: [CH2:6]([Li:7])[CH2:8][CH2:9][CH3:10].[CH3:27][CH2:28][O:29][CH2:30][CH3:31].[Cl-:32].[Cl-:34].[I:11][c:12]1[cH:13][cH:14][c:15]([C:16](=[O:17])[O:18][CH3:19])[cH:20][cH:21]1.[O:22]1[CH2:23][CH2:24][CH2:25][CH2:26]1.[Zn+2:33].[cH:1]1[cH:2][s:3][cH:4][n:5]1>>[cH:1]1[cH:2][s:3][c:4](-[c:12]2[cH:13][cH:14][c:15]([C:16](=[O:17])[O:18][CH3:19])[cH:20][cH:21]2)[n:5]1. Starting materials: Cc1ccc(Br)cc1, Cc1ccccc1, I[Cu]I, [K+], [K+], [K+], O=P([O-])([O-])[O-], COC(=O)c1ccc2cc[nH]c2c1. The product is COC(=O)c1ccc2ccn(-c3ccc(C)cc3)c2c1. Reaction SMILES: [Br:14][c:15]1[cH:16][cH:17][c:18]([CH3:21])[cH:19][cH:20]1.[CH3:33][c:34]1[cH:35][cH:36][cH:37][cH:38][cH:39]1.[Cu:30]([I:31])[I:32].[K+:27].[K+:28].[K+:29].[P:22]([O-:23])([O-:24])([O-:25])=[O:26].[nH:1]1[cH:2][cH:3][c:4]2[cH:5][cH:6][c:7]([C:10](=[O:11])[O:12][CH3:13])[cH:8][c:9]12>>[n:1]1(-[c:15]2[cH:16][cH:17][c:18]([CH3:21])[cH:19][cH:20]2)[cH:2][cH:3][c:4]2[cH:5][cH:6][c:7]([C:10](=[O:11])[O:12][CH3:13])[cH:8][c:9]12. Reactants: BrCCC(C(=O)OCC)(S(=O)(=O)C)C (ethyl 4-bromo-2-methyl-2-(methylsulfonyl)butanoate), IC1=C(C(NC=C1)=O)C (4-iodo-3-methylpyridin-2(1H)-one), C([O-])([O-])=O.[Cs+].[Cs+] (cesium carbonate). The solvent is O1CCCC1 (tetrahydrofuran). Conditions: temperature 50 celsius, time 8 hour. Yields the product IC1=C(C(N(C=C1)CCC(C(=O)OCC)(S(=O)(=O)C)C)=O)C (ethyl 4-(4-iodo-3-methyl-2-oxopyridin-1(2H)-yl)-2-methyl-2-(methylsulfonyl)butanoate). Reaction SMILES: Br[CH2:2][CH2:3][C:4]([CH3:14])([S:10]([CH3:13])(=[O:12])=[O:11])[C:5]([O:7][CH2:8][CH3:9])=[O:6].[I:15][C:16]1[CH:21]=[CH:20][NH:19][C:18](=[O:22])[C:17]=1[CH3:23].C(=O)([O-])[O-].[Cs+].[Cs+]>O1CCCC1>[I:15][C:16]1[CH:21]=[CH:20][N:19]([CH2:2][CH2:3][C:4]([CH3:14])([S:10]([CH3:13])(=[O:12])=[O:11])[C:5]([O:7][CH2:8][CH3:9])=[O:6])[C:18](=[O:22])[C:17]=1[CH3:23] |f:2.3.4|. Procedure details: To a solution of ethyl 4-bromo-2-methyl-2-(methylsulfonyl)butanoate (2.08 g, 7.25 mmol) and 4-iodo-3-methylpyridin-2(1H)-one (1.42 g, 6.04 mmol) in tetrahydrofuran (60.4 mL) was added cesium carbonate (4.06 g, 12.1) at ambient temperature. The resulting mixture was stirred at 50° C. overnight. The mixture was allowed to cool to ambient temperature and filtered through a celite pad. The pad was washed with ethyl acetate and the filtrate was concentrated to a crude residue. The material was purifi... Reactants: Cl (HCl), N([C@@H](COCC1=CC=CC=C1)C(=O)N[C@@H](CCCNC(NS(=O)(=O)C1=CC=C(C)C=C1)=N)C(=O)N[C@@H](CC(C)C)C(=O)N1[C@H](C(=O)NCC(=O)N2[C@H](C(=O)OCC3=CC=CC=C3)CCC2)CCC1)C(=O)OC(C)(C)C (BOC-Ser(Bzl)-Arg(Tos)-Leu-Pro-Gly-Pro-OBzl), [OH-].[Na+] (NaOH), [OH-].[Na+] (NaOH), CCOCC (ether). Run in CO (methanol). Reaction conditions: time 2 hour. The product is N([C@@H](COCC1=CC=CC=C1)C(=O)N[C@@H](CCCNC(NS(=O)(=O)C1=CC=C(C)C=C1)=N)C(=O)N[C@@H](CC(C)C)C(=O)N1[C@H](C(=O)NCC(=O)N2[C@H](C(=O)O)CCC2)CCC1)C(=O)OC(C)(C)C (BOC-Ser(Bzl)-Arg(Tos)-Leu-Pro-Gly-Pro-OH). The yield is 98.6%. RXN SMILES: [NH:1]([C:69]([O:71][C:72]([CH3:75])([CH3:74])[CH3:73])=[O:70])[C@H:2]([C:12]([NH:14][C@H:15]([C:33]([NH:35][C@H:36]([C:41]([N:43]1[CH2:68][CH2:67][CH2:66][C@H:44]1[C:45]([NH:47][CH2:48][C:49]([N:51]1[CH2:65][CH2:64][CH2:63][C@H:52]1[C:53]([O:55]CC1C=CC=CC=1)=[O:54])=[O:50])=[O:46])=[O:42])[CH2:37][CH:38]([CH3:40])[CH3:39])=[O:34])[CH2:16][CH2:17][CH2:18][NH:19][C:20](=[NH:32])[NH:21][S:22]([C:25]1[CH:31]=[CH:30][C:28]([CH3:29])=[CH:27][CH:26]=1)(=[O:24])=[O:23])=[O:13])[CH2:3][O:4][CH2:5][C:6]1[CH:11]=[CH:10][CH:9]=[CH:8][CH:7]=1.[OH-].[Na+].Cl.CCOCC>CO>[NH:1]([C:69]([O:71][C:72]([CH3:74])([CH3:73])[CH3:75])=[O:70])[C@H:2]([C:12]([NH:14][C@H:15]([C:33]([NH:35][C@H:36]([C:41]([N:43]1[CH2:68][CH2:67][CH2:66][C@H:44]1[C:45]([NH:47][CH2:48][C:49]([N:51]1[CH2:65][CH2:64][CH2:63][C@H:52]1[C:53]([OH:55])=[O:54])=[O:50])=[O:46])=[O:42])[CH2:37][CH:38]([CH3:39])[CH3:40])=[O:34])[CH2:16][CH2:17][CH2:18][NH:19][C:20](=[NH:32])[NH:21][S:22]([C:25]1[CH:26]=[CH:27][C:28]([CH3:29])=[CH:30][CH:31]=1)(=[O:24])=[O:23])=[O:13])[CH2:3][O:4][CH2:5][C:6]1[CH:11]=[CH:10][CH:9]=[CH:8][CH:7]=1 |f:1.2|. Procedure: The substance [14] (105.44 g, 97.43 mM) was dissolved in methanol (350 ml). 1 N NaOH (125.36 ml, 1.3 molar excess) was added dropwise with ice cooling and the mixture was stirred at room temperature for 2 hours. 1 N NaOH (20 ml) was added to the reaction mixture, which was then stirred at room temperature for 1.5 hours. 1 N HCl (49 ml) was added to the reaction mixture to adjust the same to pH 6 and the methanol was distilled off in vacuo. Water was added to the aqueous layer, which was then was... Reactants: O[C@@H]1C[C@H](N(C1)C(=O)OC(C)(C)C)C(=O)OC (1-(tert-Butyl) 2-methyl(2S,4R)-4-hydroxytetrahydro-1H-1,2-pyrroledicarboxylate), C1(=CC=CC=C1)P(C1=CC=CC=C1)C1=CC=CC=C1 (triphenylphosphine), ClCCl (Dichloromethane), C(Br)(Br)(Br)Br (carbon tetrabromide). The solvent is C(C)OCC (diethyl ether), CO (methanol). Run at temperature 0 celsius, time 8 hour. Product: Br[C@H]1C[C@H](N(C1)C(=O)OC(C)(C)C)C(=O)OC (1-(tert-Butyl) 2-methyl(2S,4S)-4-bromotetrahydro-1H-1,2-pyrroledicarboxylate). The yield is 39.8%. As a reaction SMILES: O[C@H:2]1[CH2:6][N:5]([C:7]([O:9][C:10]([CH3:13])([CH3:12])[CH3:11])=[O:8])[C@H:4]([C:14]([O:16][CH3:17])=[O:15])[CH2:3]1.ClCCl.C(Br)(Br)(Br)[Br:22].C1(P(C2C=CC=CC=2)C2C=CC=CC=2)C=CC=CC=1>C(OCC)C.CO>[Br:22][C@@H:2]1[CH2:6][N:5]([C:7]([O:9][C:10]([CH3:13])([CH3:12])[CH3:11])=[O:8])[C@H:4]([C:14]([O:16][CH3:17])=[O:15])[CH2:3]1. Procedure details: 1-(tert-Butyl) 2-methyl(2S,4R)-4-hydroxytetrahydro-1H-1,2-pyrroledicarboxylate (3) (2.0 g, 8.15 mmol) was weighed into an oven-dried flask and azeotropically dried using toluene. Dichloromethane (16 mL) and carbon tetrabromide (10.81 g, 8.15 mmol) were added and the solution was stirred, cooled to 0° C. and treated with triphenylphosphine (8.5 g, 32.41 mmol). The mixture was stirred for 5 h at 0° C., then methanol (1.8 mL) was added and stirring was continued overnight at room temperature. The m... Starting materials: BrC=1C=C2CC(NC2=CC1)=O (5-bromo-2-oxindole), N1(CCCC1)CCNC(=O)C1=C(NC(=C1)C)C=O (2-formyl-5-methyl-1H-pyrrole-3-carboxylic acid (2-pyrrolidin-1-yl-ethyl)-amide), N1CCCCC1 (piperidine). The solvent is C(C)O (ethanol). Run at temperature 80 celsius. Product: N1(CCCC1)CCNC(=O)C1=C(NC(=C1)C)C=C1C(NC2=CC=C(C=C12)Br)=O (2-(5-Bromo-2-oxo-1,2-dihydroindol-3-ylidenemethyl)-5-methyl-1H-pyrrole-3-carboxylic acid (2-pyrrolidin-1-ylethyl)-amide). Reaction SMILES: [Br:1][C:2]1[CH:3]=[C:4]2[C:8](=[CH:9][CH:10]=1)[NH:7][C:6](=[O:11])[CH2:5]2.[N:12]1([CH2:17][CH2:18][NH:19][C:20]([C:22]2[CH:26]=[C:25]([CH3:27])[NH:24][C:23]=2[CH:28]=O)=[O:21])[CH2:16][CH2:15][CH2:14][CH2:13]1.N1CCCCC1>C(O)C>[N:12]1([CH2:17][CH2:18][NH:19][C:20]([C:22]2[CH:26]=[C:25]([CH3:27])[NH:24][C:23]=2[CH:28]=[C:5]2[C:4]3[C:8](=[CH:9][CH:10]=[C:2]([Br:1])[CH:3]=3)[NH:7][C:6]2=[O:11])=[O:21])[CH2:16][CH2:15][CH2:14][CH2:13]1. Procedure: A mixture of 5-bromo-2-oxindole (106 mg, 0.5 mmol), 2-formyl-5-methyl-1H-pyrrole-3-carboxylic acid (2-pyrrolidin-1-yl-ethyl)-amide (125 mg, 1 equiv.) and piperidine (0.2 mL) in ethanol (2 mL) was heated in a sealed tube at 80° C. for 1 hr and then cooled. The precipitate which formed was collected by vacuum filtration, washed with ethanol and ethyl acetate and dried to give the title compound as an orange solid.